This data is from the Open Reaction Database (ORD), a public repository of structured organic reaction records. The task is: describe an organic reaction: reactants, conditions, products, and yield The reactants are FC1=C(C(=C(C(=C1F)F)F)F)C=CC1=CC(=C(C(=C1)OC)C(C)C)OC (1-(2,3,4,5,6-pentafluorophenyl)-2-(3,5-dimethoxy-4-i-propylphenyl)ethene), Cl.N1=CC=CC=C1 (pyridine hydrochloride). The product is FC1=C(C(=C(C(=C1F)F)F)F)C=CC=1C=C(C(=C(C1)O)C(C)C)O (5-[2-(2,3,4,5,6-Pentafluorophenyl)ethenyl]-2-i-propyl-1,3-benzenediol). Isolated yield 21.0%. RXN SMILES: [F:1][C:2]1[C:7]([F:8])=[C:6]([F:9])[C:5]([F:10])=[C:4]([F:11])[C:3]=1[CH:12]=[CH:13][C:14]1[CH:19]=[C:18]([O:20]C)[C:17]([CH:22]([CH3:24])[CH3:23])=[C:16]([O:25]C)[CH:15]=1.Cl.N1C=CC=CC=1>>[F:1][C:2]1[C:7]([F:8])=[C:6]([F:9])[C:5]([F:10])=[C:4]([F:11])[C:3]=1[CH:12]=[CH:13][C:14]1[CH:15]=[C:16]([OH:25])[C:17]([CH:22]([CH3:23])[CH3:24])=[C:18]([OH:20])[CH:19]=1 |f:1.2|. Procedure: This material was prepared from 1-(2,3,4,5,6-pentafluorophenyl)-2-(3,5-dimethoxy-4-i-propylphenyl)ethene and pyridine hydrochloride in 21% yield in the same way as described in example 34. 1HNMR (CDCl3, ppm): δ 1.40 (d, J=7.2 Hz, 6H), 3.53 (d, J=7.2 Hz, 6H), 4.91 (s, 2H), 6.55 (s, 2H), 6.86 (d, J=17 Hz, 1H), 7.28 (d, J=17 Hz, 1H). The reactants are CN([C@H]1CN(CC1)C1=C(C=C(C=C1)N1C(C2=CC=C(C=C2CC1)OS(=O)(=O)C(F)(F)F)=O)F)C (Trifluoromethanesulfonic acid 2-[4-((R)-3-dimethylaminopyrrolidin-1-yl)-3-fluorophenyl]-1-oxo-1,2,3,4-tetrahydroisoquinolin-6-yl ester), N1CCCCC1 (piperidine). The product is CN([C@H]1CN(CC1)C1=C(C=C(C=C1)N1C(C2=CC=C(C=C2CC1)N1CCCCC1)=O)F)C (2-[4-((R)-3-Dimethylaminopyrrolidin-1-yl)-3-fluorophenyl]-6-piperidin-1-yl-3,4-dihydro-2H-isoquinolin-1-one). As a reaction SMILES: [CH3:1][N:2]([CH3:34])[C@@H:3]1[CH2:7][CH2:6][N:5]([C:8]2[CH:13]=[CH:12][C:11]([N:14]3[CH2:23][CH2:22][C:21]4[C:16](=[CH:17][CH:18]=[C:19](OS(C(F)(F)F)(=O)=O)[CH:20]=4)[C:15]3=[O:32])=[CH:10][C:9]=2[F:33])[CH2:4]1.[NH:35]1[CH2:40][CH2:39][CH2:38][CH2:37][CH2:36]1>>[CH3:34][N:2]([CH3:1])[C@@H:3]1[CH2:7][CH2:6][N:5]([C:8]2[CH:13]=[CH:12][C:11]([N:14]3[CH2:23][CH2:22][C:21]4[C:16](=[CH:17][CH:18]=[C:19]([N:35]5[CH2:40][CH2:39][CH2:38][CH2:37][CH2:36]5)[CH:20]=4)[C:15]3=[O:32])=[CH:10][C:9]=2[F:33])[CH2:4]1. Reported procedure: Trifluoromethanesulfonic acid 2-[4-((R)-3-dimethylaminopyrrolidin-1-yl)-3-fluorophenyl]-1-oxo-1,2,3,4-tetrahydroisoquinolin-6-yl ester was reacted with piperidine by method N. The product with the molecular weight of 436.58 (C26H33FN40) was obtained in this way; MS (ESI): 437 (M+H+). Product: CCOC(=O)N1CCC(C(=O)C(C#N)c2ccccc2)CC1. Reaction SMILES: [CH2:10]([CH3:11])[O:12][C:13](=[O:14])[N:15]1[CH2:16][CH2:17][CH:18]([C:19](=[O:20])[O:21][CH2:22][CH3:23])[CH2:24][CH2:25]1.[CH3:28][c:29]1[cH:30][cH:31][cH:32][cH:33][cH:34]1.[H-:26].[N:1]#[C:2][CH2:3][c:4]1[cH:5][cH:6][cH:7][cH:8][cH:9]1.[Na+:27]>>[N:1]#[C:2][CH:3]([c:4]1[cH:5][cH:6][cH:7][cH:8][cH:9]1)[C:19]([CH:18]1[CH2:17][CH2:16][N:15]([C:13]([O:12][CH2:10][CH3:11])=[O:14])[CH2:25][CH2:24]1)=[O:20]. The reactants are CCOC(=O)C1CCN(C(=O)OCC)CC1, Cc1ccccc1, [H-], N#CCc1ccccc1, [Na+]. The product is C1(=CC=CC=C1)C1=CC=C(C=N1)C=1C=NN2C1N=C1C(=C2N)CCC12SCCS2 (3-(6-phenylpyridin-3-yl)-6,7-dihydrospiro[cyclopenta[d]pyrazolo[1,5-a]pyrimidine-5,2′-[1,3]dithiolan]-8-amine). Reaction SMILES: O=[C:2]1[CH:10]([C:11]#[N:12])[CH2:9][CH2:8][C:3]21[S:7][CH2:6][CH2:5][S:4]2.[C:13]1([C:19]2[N:24]=[CH:23][C:22]([C:25]3[CH:26]=[N:27][NH:28][C:29]=3[NH2:30])=[CH:21][CH:20]=2)[CH:18]=[CH:17][CH:16]=[CH:15][CH:14]=1>C1(C)C=CC=CC=1>[C:13]1([C:19]2[N:24]=[CH:23][C:22]([C:25]3[CH:26]=[N:27][N:28]4[C:11]([NH2:12])=[C:10]5[CH2:9][CH2:8][C:3]6([S:7][CH2:6][CH2:5][S:4]6)[C:2]5=[N:30][C:29]=34)=[CH:21][CH:20]=2)[CH:14]=[CH:15][CH:16]=[CH:17][CH:18]=1. The reactants are O=C1C2(SCCS2)CCC1C#N (6-oxo-1,4-dithiaspiro[4.4]nonane-7-carbonitrile), C1(=CC=CC=C1)C1=CC=C(C=N1)C=1C=NNC1N (4-(6-phenylpyridin-3-yl)-1H-pyrazol-5-amine). Conditions: temperature 115 celsius. The solvent is C1(=CC=CC=C1)C (toluene). Reported procedure: A mixture of 6-oxo-1,4-dithiaspiro[4.4]nonane-7-carbonitrile (485 mg, 2.27 mmol) and 4-(6-phenylpyridin-3-yl)-1H-pyrazol-5-amine (537 mg, 2.27 mmol) in toluene (10 mL) was heated at 115° C. overnight. Concentration afforded crude 3-(6-phenylpyridin-3-yl)-6,7-dihydrospiro[cyclopenta[d]pyrazolo[1,5-a]pyrimidine-5,2′-[1,3]dithiolan]-8-amine, which was converted to 8-amino-3-(6-phenylpyridin-3-yl)-6,7-dihydro-5H-cyclopenta[d]pyrazolo[1,5-a]pyrimidin-5-one applying Stork's procedure (G. Stork, K. Zha...